The task is: describe an organic reaction: reactants, conditions, products, and yield. This data is from the Open Reaction Database (ORD), a public repository of structured organic reaction records. The reactants are ClCl (chlorine), ClCS(=O)(=O)C1=CC=C(C=C1)O (4-chloromethylsulphonylphenol), O (water). Run in C(C)(=O)O (acetic acid). Run at time 10 minute. The product is ClC1=C(C=CC(=C1)S(=O)(=O)CCl)O (2-chloro-4-chloromethylsulfonylphenol). The yield is 92.9%. Reaction SMILES: [Cl:1]Cl.[Cl:3][CH2:4][S:5]([C:8]1[CH:13]=[CH:12][C:11]([OH:14])=[CH:10][CH:9]=1)(=[O:7])=[O:6].O>C(O)(=O)C>[Cl:1][C:12]1[CH:13]=[C:8]([S:5]([CH2:4][Cl:3])(=[O:6])=[O:7])[CH:9]=[CH:10][C:11]=1[OH:14]. Reported procedure: 14.2 g (0.2 mole) of chlorine was passed into a solution of 41.5 g (0.2 mole) of 4-chloromethylsulphonylphenol in 200 ml acetic acid at 20° C. The mixture was stirred for a further 10 minutes and the solvent was then stripped off under reduced pressure. 100 ml of water were added to the residue and after crystallization the product was filtered off. 44.8 g (93% of theory) of 2-chloro-4-chloromethylsulfonylphenol were obtained in the form of a beige powder of melting point 108° C. Starting materials: COC(=O)CC1N=C(c2ccc(Cl)cc2)c2c(sc(C(=O)O)c2C)-n2c(C)nnc21, [Cu], O, c1ccc2ncccc2c1. Product: COC(=O)CC1N=C(c2ccc(Cl)cc2)c2c(C)csc2-n2c(C)nnc21. As a reaction SMILES: [Cl:1][c:2]1[cH:3][cH:4][c:5]([C:8]2=[N:9][CH:10]([CH2:26][C:27](=[O:28])[O:29][CH3:30])[c:11]3[n:12]([c:22]([CH3:25])[n:23][n:24]3)-[c:13]3[c:14]2[c:15]([CH3:21])[c:16]([C:18]([OH:19])=[O:20])[s:17]3)[cH:6][cH:7]1.[Cu:42].[OH2:31].[cH:32]1[cH:33][c:34]2[c:35]([n:36][cH:37][cH:38][cH:39]2)[cH:40][cH:41]1>>[Cl:1][c:2]1[cH:3][cH:4][c:5]([C:8]2=[N:9][CH:10]([CH2:26][C:27](=[O:28])[O:29][CH3:30])[c:11]3[n:12]([c:22]([CH3:25])[n:23][n:24]3)-[c:13]3[c:14]2[c:15]([CH3:21])[cH:16][s:17]3)[cH:6][cH:7]1. The reactants are C(C)(C)(C)OC(=O)N(C1=C2C(=C3C(=N1)N(C(=C3)C(=O)OCC)CC)N(C=N2)C)CC2=C(C=C(C=C2)OC)OC (ethyl 4-(tert-butoxycarbonyl(2,4-dimethoxybenzyl)amino)-6-ethyl-1-methyl-1,6-dihydroimidazo[4,5-d]pyrrolo[2,3-b]pyridine-7-carboxylate), [OH-].[Na+] (NaOH). The solvent is C(C)O (ethanol). Run at temperature 60 celsius. The product is C(C)(C)(C)OC(=O)N(C1=C2C(=C3C(=N1)N(C(=C3)C(=O)O)CC)N(C=N2)C)CC2=C(C=C(C=C2)OC)OC (4-(tert-Butoxycarbonyl(2,4-dimethoxybenzyl)amino)-6-ethyl-1-methyl-1,6-dihydroimidazo[4,5-d]pyrrolo[2,3-b]pyridine-7-carboxylic acid). Isolated yield 85.3%. Reaction SMILES: [C:1]([O:5][C:6]([N:8]([CH2:29][C:30]1[CH:35]=[CH:34][C:33]([O:36][CH3:37])=[CH:32][C:31]=1[O:38][CH3:39])[C:9]1[N:14]=[C:13]2[N:15]([CH2:23][CH3:24])[C:16]([C:18]([O:20]CC)=[O:19])=[CH:17][C:12]2=[C:11]2[N:25]([CH3:28])[CH:26]=[N:27][C:10]=12)=[O:7])([CH3:4])([CH3:3])[CH3:2].[OH-].[Na+]>C(O)C>[C:1]([O:5][C:6]([N:8]([CH2:29][C:30]1[CH:35]=[CH:34][C:33]([O:36][CH3:37])=[CH:32][C:31]=1[O:38][CH3:39])[C:9]1[N:14]=[C:13]2[N:15]([CH2:23][CH3:24])[C:16]([C:18]([OH:20])=[O:19])=[CH:17][C:12]2=[C:11]2[N:25]([CH3:28])[CH:26]=[N:27][C:10]=12)=[O:7])([CH3:4])([CH3:3])[CH3:2] |f:1.2|. Reported procedure: To a solution of ethyl 4-(tert-butoxycarbonyl(2,4-dimethoxybenzyl)amino)-6-ethyl-1-methyl-1,6-dihydroimidazo[4,5-d]pyrrolo[2,3-b]pyridine-7-carboxylate (example 1G, 5.32 g, 9.9 mmol) in ethanol (49.5 mL) was added 1 N NaOH aqueous solution (49.5 mL). The reaction mixture was heated at 60° C. 3 h and cooled to rt. Ethanol was removed by concentration in vacuo. The residue was acidified with 1 N HCl and the product was collected by vacuum filtration. 4-(tert-Butoxycarbonyl(2,4-dimethoxybenzyl)amin...